Dataset: the Open Reaction Database (ORD), a public repository of structured organic reaction records. Task: describe an organic reaction: reactants, conditions, products, and yield The reactants are [Na] (Sodium), CO (methanol), ClC1=NC(=C(C=C1[N+](=O)[O-])CC)C (2-chloro-3-nitro-5-ethyl-6-methylpyridine), CO (methanol). Run in C(C)OCC (diethyl ether). Run at temperature 50 celsius. The product is COC1=NC(=C(C=C1[N+](=O)[O-])CC)C (2-methoxy-3-nitro-5-ethyl-6-methylpyridine). Yield: 80.0%. Reaction SMILES: [Na].Cl[C:3]1[C:8]([N+:9]([O-:11])=[O:10])=[CH:7][C:6]([CH2:12][CH3:13])=[C:5]([CH3:14])[N:4]=1.[CH3:15][OH:16]>C(OCC)C>[CH3:15][O:16][C:3]1[C:8]([N+:9]([O-:11])=[O:10])=[CH:7][C:6]([CH2:12][CH3:13])=[C:5]([CH3:14])[N:4]=1 |^1:0|. Procedure: Sodium metal (100 mg, 4.3 mmol) was dissolved in methanol (5 mL) under a nitrogen atmosphere. A solution of 2-chloro-3-nitro-5-ethyl-6-methylpyridine (677 mg, 3.37 mmol) in methanol (5 mL) was added dropwise. The reaction was warmed at 50° C. for four hours. The reaction was cooled, diluted with diethyl ether, the ether layer washed with water, dried (Na2SO4), filtered through a pad of charcoal and evaporated to yield 535 mg (80%) of product.